Dataset: the Open Reaction Database (ORD), a public repository of structured organic reaction records. Task: describe an organic reaction: reactants, conditions, products, and yield Reactants: CN(C=O)C (dimethylformamide), NCC(O)C1=CC(=C(C(=C1)Cl)N)Cl (2-amino-1-(4-amino-3,5-dichlorophenyl)ethanol), C1(=CC=CC2=CC=CC=C12)CCOC(CCCCCBr)=O ({2-(1-naphthyl)ethyl}6-bromohexanoate). Solvent: C(C)(=O)OCC.CO.C(C)N(CC)CC (ethyl acetate methanol triethylamine). Yields the product NC1=C(C=C(C=C1Cl)C(CNCCCCCC(=O)OCCC1=CC=CC2=CC=CC=C12)O)Cl (2-(1-Naphthyl)ethyl 6-[2-(4-amino-3,5-dichlorophenyl)-2-hydroxyethylamino]hexanoate). Reaction SMILES: CN(C)C=O.[NH2:6][CH2:7][CH:8]([C:10]1[CH:15]=[C:14]([Cl:16])[C:13]([NH2:17])=[C:12]([Cl:18])[CH:11]=1)[OH:9].[C:19]1([CH2:29][CH2:30][O:31][C:32](=[O:39])[CH2:33][CH2:34][CH2:35][CH2:36][CH2:37]Br)[C:28]2[C:23](=[CH:24][CH:25]=[CH:26][CH:27]=2)[CH:22]=[CH:21][CH:20]=1>C(OCC)(=O)C.CO.C(N(CC)CC)C>[NH2:17][C:13]1[C:12]([Cl:18])=[CH:11][C:10]([CH:8]([OH:9])[CH2:7][NH:6][CH2:37][CH2:36][CH2:35][CH2:34][CH2:33][C:32]([O:31][CH2:30][CH2:29][C:19]2[C:28]3[C:23](=[CH:24][CH:25]=[CH:26][CH:27]=3)[CH:22]=[CH:21][CH:20]=2)=[O:39])=[CH:15][C:14]=1[Cl:16] |f:3.4.5|. Procedure details: According to method I (dimethylformamide, 2 hours at 90° C.) from 2-amino-1-(4-amino-3,5-dichlorophenyl)ethanol and {2-(1-naphthyl)ethyl}6-bromohexanoate. Working up by means of chromatography (ethyl acetate/methanol/triethylamine 16:2:1). Recrystallized as the free base from ethyl acetate. Melting point: 60°-61° C.